This data is from the Open Reaction Database (ORD), a public repository of structured organic reaction records. The task is: describe an organic reaction: reactants, conditions, products, and yield The reactants are CC(=O)O, Cc1cc(C)cc(Sc2ccc3nc(CCl)n(C)c3n2)c1, O=[N+]([O-])O, O=S(=O)(O)O. Yields the product Cc1cc(Sc2ccc3nc(CCl)n(C)c3n2)cc(C)c1[N+](=O)[O-]. Reaction SMILES: [CH3:31][C:32](=[O:33])[OH:34].[Cl:1][CH2:2][c:3]1[n:4][c:5]2[c:6]([n:7][c:8]([S:11][c:12]3[cH:13][c:14]([CH3:19])[cH:15][c:16]([CH3:18])[cH:17]3)[cH:9][cH:10]2)[n:20]1[CH3:21].[OH:27][N+:28]([O-:29])=[O:30].[S:22](=[O:23])(=[O:24])([OH:25])[OH:26]>>[Cl:1][CH2:2][c:3]1[n:4][c:5]2[c:6]([n:7][c:8]([S:11][c:12]3[cH:13][c:14]([CH3:19])[c:15]([N+:28](=[O:27])[O-:29])[c:16]([CH3:18])[cH:17]3)[cH:9][cH:10]2)[n:20]1[CH3:21].